This data is from the Open Reaction Database (ORD), a public repository of structured organic reaction records. The task is: describe an organic reaction: reactants, conditions, products, and yield Starting materials: N1=CN=C2N=CNC2=C1N (Adenine), C1CCC2=NCCCN2CC1 (DBU), C1(=CCC1)C(=O)OC (methyl 1-cyclobutene carboxylate), C1CCC2=NCCCN2CC1 (DBU). Solvent: C(C)#N (acetonitrile). Reaction conditions: time 66 hour. Product: COC(=O)C1C(CC1)N1C2=NC=NC(=C2N=C1)N (9-(2-methoxycarbonyl-1-cyclobutyl)adenine). Yield: 61.0%. As a reaction SMILES: [N:1]1[C:9]([NH2:10])=[C:8]2[C:4]([N:5]=[CH:6][NH:7]2)=[N:3][CH:2]=1.[C:11]1([C:15]([O:17][CH3:18])=[O:16])[CH2:14][CH2:13][CH:12]=1.C1CCN2C(=NCCC2)CC1>C(#N)C>[CH3:18][O:17][C:15]([CH:11]1[CH2:14][CH2:13][CH:12]1[N:5]1[CH:6]=[N:7][C:8]2[C:4]1=[N:3][CH:2]=[N:1][C:9]=2[NH2:10])=[O:16]. Reported procedure: Adenine (486 mg, 3.6 mmol) was combined with an excess of methyl 1-cyclobutene carboxylate (~25 mmol) from Step B of Example 35 and 53 μL (0.36 mmol) of DBU in 75 mL of acetonitrile and the mixture was stirred at ambient temperature, under a nitrogen atmosphere. After 66 h, a second 53 μL aliquot of DBU was added and stirring continued. After a total of 136 h, the reaction was quenched by the addition of 0.28 mL of glacial acetic acid and concentrated in vacuo. The residue was dissolved in appro...